From a dataset of the Open Reaction Database (ORD), a public repository of structured organic reaction records. describe an organic reaction: reactants, conditions, products, and yield Reactants: CC1=C(C(=CC=C1)C)OC1=CC=C(C=N1)NC(C(C)(C)NC(OC(C)(C)C)=O)=O (1,1-dimethylethyl [2-({6-[(2,6-dimethylphenyl)oxy]-3-pyridinyl}amino)-1,1-dimethyl-2-oxoethyl]carbamate), CC1=C(C(=CC=C1)C)OC1=CC=C(C=N1)NC(C(C)(C)NC(OC(C)(C)C)=O)=O (1,1-dimethylethyl [2-({6-[(2,6-dimethylphenyl)oxy]-3-pyridinyl}amino)-1,1-dimethyl-2-oxoethyl]carbamate), FC(C(=O)O)(F)F (Trifluoroacetic acid). Solvent: ClCCl (dichloromethane). Reaction conditions: time 20 minute. Product: CC1=C(C(=CC=C1)C)OC1=CC=C(C=N1)NC(C(N)(C)C)=O (N1-{6-[(2,6-dimethylphenyl)oxy]-3-pyridinyl}-2-methylalaninamide). As a reaction SMILES: FC(F)(F)C(O)=O.[CH3:8][C:9]1[CH:14]=[CH:13][CH:12]=[C:11]([CH3:15])[C:10]=1[O:16][C:17]1[N:22]=[CH:21][C:20]([NH:23][C:24](=[O:36])[C:25]([NH:28]C(=O)OC(C)(C)C)([CH3:27])[CH3:26])=[CH:19][CH:18]=1>ClCCl>[CH3:15][C:11]1[CH:12]=[CH:13][CH:14]=[C:9]([CH3:8])[C:10]=1[O:16][C:17]1[N:22]=[CH:21][C:20]([NH:23][C:24](=[O:36])[C:25]([CH3:26])([CH3:27])[NH2:28])=[CH:19][CH:18]=1. Procedure: In a 50 mL round-bottomed flask 1,1-dimethylethyl [2-({6-[(2,6-dimethylphenyl)oxy]-3-pyridinyl}amino)-1,1-dimethyl-2-oxoethyl]carbamate (Intermediate 79, 202.1 mg) was dissolved in dichloromethane (2 mL) to give a pale yellow solution. Trifluoroacetic acid (2 mL, 26.0 mmol) was added. The reaction mixture was stirred at room temperature for 20 minutes. The solvent was evaporated under vacuum to afford a yellow oil which was charged on a 5 g SCX cartridge. It was then flushed with 25 mL of MeOH f...